From a dataset of the Open Reaction Database (ORD), a public repository of structured organic reaction records. describe an organic reaction: reactants, conditions, products, and yield Reactants: C(C1=CC=CC=C1)OC1=C(C(=C(C=C1)C1=NC=C(C=N1)Br)F)F (2-(4-benzyloxy-2,3-difluorophenyl)-5-bromopyrimidine), C(CCCCCCC)OC1=NC=C(C=C1)B(O)O (2-octyloxypyridine-5-boronic acid), C([O-])([O-])=O.[Na+].[Na+] (sodium carbonate), tetakis(triphenylphosphine)palladium(0). The solvent is C1(=CC=CC=C1)C (toluene), C(C)O (ethanol), O (water). Product: C(C1=CC=CC=C1)OC1=C(C(=C(C=C1)C1=NC=C(C=N1)C=1C=NC(=CC1)OCCCCCCCC)F)F (2-(4-benzyloxy-2,3-difluorophenyl)-5-(6-octyloxypyridin-3-yl)pyrimidine). The yield is 60.7%. RXN SMILES: [CH2:1]([O:8][C:9]1[CH:14]=[CH:13][C:12]([C:15]2[N:20]=[CH:19][C:18](Br)=[CH:17][N:16]=2)=[C:11]([F:22])[C:10]=1[F:23])[C:2]1[CH:7]=[CH:6][CH:5]=[CH:4][CH:3]=1.[CH2:24]([O:32][C:33]1[CH:38]=[CH:37][C:36](B(O)O)=[CH:35][N:34]=1)[CH2:25][CH2:26][CH2:27][CH2:28][CH2:29][CH2:30][CH3:31].C(=O)([O-])[O-].[Na+].[Na+]>C1(C)C=CC=CC=1.C(O)C.O>[CH2:1]([O:8][C:9]1[CH:14]=[CH:13][C:12]([C:15]2[N:20]=[CH:19][C:18]([C:36]3[CH:35]=[N:34][C:33]([O:32][CH2:24][CH2:25][CH2:26][CH2:27][CH2:28][CH2:29][CH2:30][CH3:31])=[CH:38][CH:37]=3)=[CH:17][N:16]=2)=[C:11]([F:22])[C:10]=1[F:23])[C:2]1[CH:7]=[CH:6][CH:5]=[CH:4][CH:3]=1 |f:2.3.4|. Procedure: The reaction of 35 mmol of 2-(4-benzyloxy-2,3-difluorophenyl)-5-bromopyrimidine, 44 mmol of 2-octyloxypyridine-5-boronic acid, 70 mmol of sodium carbonate and 0.4 mmol of tetakis(triphenylphosphine)palladium(0) in 120 ml of toluene, 60 ml of ethanol and 60 ml of water is carried out analogously to the procedure indicated for Example 1a). Corresponding chromatographic purification and recrystallization from ethyl acetate gives 10.7 g (61%) of colorless crystals, m.p. 120° C., cl.p. 182-183° C.